This data is from the Open Reaction Database (ORD), a public repository of structured organic reaction records. The task is: describe an organic reaction: reactants, conditions, products, and yield The reactants are CCOC(OCC)P(=O)(CC(O)CCl)OCC, CCO, NCc1ccc(Cl)c(Cl)c1. Yields the product CCOC(OCC)P(=O)(CC(O)CNCc1ccc(Cl)c(Cl)c1)OCC. Reaction SMILES: [CH2:1]([CH3:2])[O:3][P:4](=[O:5])([CH:6]([O:7][CH2:8][CH3:9])[O:10][CH2:11][CH3:12])[CH2:13][CH:14]([CH2:15][Cl:16])[OH:17].[CH3:28][CH2:29][OH:30].[Cl:18][c:19]1[cH:20][c:21]([CH2:22][NH2:23])[cH:24][cH:25][c:26]1[Cl:27]>>[CH2:1]([CH3:2])[O:3][P:4](=[O:5])([CH:6]([O:7][CH2:8][CH3:9])[O:10][CH2:11][CH3:12])[CH2:13][CH:14]([CH2:15][NH:23][CH2:22][c:21]1[cH:20][c:19]([Cl:18])[c:26]([Cl:27])[cH:25][cH:24]1)[OH:17].